This data is from the Open Reaction Database (ORD), a public repository of structured organic reaction records. The task is: describe an organic reaction: reactants, conditions, products, and yield Starting materials: Cl.CN(C)CC=1SC(=CC1)CO (2-(dimethylaminomethyl)-5-(hydroxymethyl)thiophene hydrochloride), Cl.NCCS (cysteamine hydrochloride), [OH-].[Na+] (sodium hydroxide), O (water). Run in Cl (hydrochloric acid), Cl (hydrochloric acid), CCOCC (ether), C(C)O (ethanol), Cl (hydrogen chloride). Run at time 8 hour. Product: Cl.Cl.CN(C)CC1=CC=C(S1)CSCCN (2-[5-dimethylaminomethyl-2-thienylmethylthio]ethylamine dihydrochloride). Yield: 144.5%. As a reaction SMILES: [ClH:1].[CH3:2][N:3]([CH2:5][C:6]1[S:7][C:8]([CH2:11]O)=[CH:9][CH:10]=1)[CH3:4].Cl.[NH2:14][CH2:15][CH2:16][SH:17].O.[OH-].[Na+]>Cl.CCOCC.C(O)C>[ClH:1].[ClH:1].[CH3:2][N:3]([CH2:5][C:6]1[S:7][C:8]([CH2:11][S:17][CH2:16][CH2:15][NH2:14])=[CH:9][CH:10]=1)[CH3:4] |f:0.1,2.3,5.6,10.11.12|. Procedure: A solution of 2-(dimethylaminomethyl)-5-(hydroxymethyl)thiophene hydrochloride (8.0 g) in concentrated hydrochloric acid (50 ml) was added dropwise to a stirred solution of cysteamine hydrochloride (4.37 g) in concentrated hydrochloric acid (50 ml) cooled in an ice-bath. The temperature of the mixture was maintained below 5° during the addition. The mixture was allowed to reach room temperature and was stirred overnight and poured into water. The aqueous mixture was adjusted to pH 12 with 2 N so...